This data is from the Open Reaction Database (ORD), a public repository of structured organic reaction records. The task is: describe an organic reaction: reactants, conditions, products, and yield Yields the product FC(CCC/C=C/O)(F)F (6,6,6-trifluoro-2-trans-hexenol). Starting materials: Cl (hydrochloric acid), C(C)OC(\C=C\CCC(F)(F)F)=O (6,6,6-trifluoro-2-transhexenoic acid ethyl ester), [H-].C(C(C)C)[Al+]CC(C)C (diisobutylaluminium hydride). Reported procedure: A solution of 10 g of 6,6,6-trifluoro-2-transhexenoic acid ethyl ester (see above) in 70 ml of diethyl ether is cooled to 0°-5° and at this temperature 102 ml of 1M diisobutylaluminium hydride solution in hexane are added. The reaction mixture is then stirred for 5 minutes at 0°-5° and carefully hydrolysed with approx. 200 ml of 6N hydrochloric acid. The organic phase is separated off and the aqueous phase is extracted a further 3 times with ether. The combined organic phases are dried over MgSO... The solvent is C(C)OCC (diethyl ether), CCCCCC (hexane). As a reaction SMILES: C([O:3][C:4](=O)/[CH:5]=[CH:6]/[CH2:7][CH2:8][C:9]([F:12])([F:11])[F:10])C.[H-].C([Al+]CC(C)C)C(C)C.Cl>C(OCC)C.CCCCCC>[F:10][C:9]([F:12])([F:11])[CH2:8][CH2:7][CH2:6]/[CH:5]=[CH:4]/[OH:3] |f:1.2|.